This data is from the Open Reaction Database (ORD), a public repository of structured organic reaction records. The task is: describe an organic reaction: reactants, conditions, products, and yield Reactants: [BH4-], CO, O=C(CCSc1ncccc1C(=O)NCC1CC2CCC1C2)c1ccc(F)cc1, ClCCl, [Na+]. Product: O=C(NCC1CC2CCC1C2)c1cccnc1SCCC(O)c1ccc(F)cc1. RXN SMILES: [BH4-:30].[CH3:35][OH:36].[CH:1]12[CH2:2][CH2:3][CH:4]([CH:5]([CH2:7][NH:8][C:9](=[O:10])[c:11]3[c:12]([S:17][CH2:18][CH2:19][C:20](=[O:21])[c:22]4[cH:23][cH:24][c:25]([F:28])[cH:26][cH:27]4)[n:13][cH:14][cH:15][cH:16]3)[CH2:6]1)[CH2:29]2.[Cl:32][CH2:33][Cl:34].[Na+:31]>>[CH:1]12[CH2:2][CH2:3][CH:4]([CH:5]([CH2:7][NH:8][C:9](=[O:10])[c:11]3[c:12]([S:17][CH2:18][CH2:19][CH:20]([OH:21])[c:22]4[cH:23][cH:24][c:25]([F:28])[cH:26][cH:27]4)[n:13][cH:14][cH:15][cH:16]3)[CH2:6]1)[CH2:29]2. Reactants: FC(C(=O)C1=CN=C2N1C=CC=C2OCCCCN2C(SCC2=O)=O)(F)F (3-[4-(3-trifluoroacetylimidazo[1,2-a]pyridin-8-yloxy)butyl]thiazolidine-2,4-dione), C(CCC)=O (n-butyraldehyde), N1CCCCC1 (piperidine). Run in C(C)O (ethanol). Yields the product C(CCC)=C1C(N(C(S1)=O)CCCCOC=1C=2N(C=CC1)C(=CN2)C(C(F)(F)F)=O)=O (5-butylidene-3-[4-(3-trifluoroacetylimidazo[1,2-a]pyridin-8-yloxy)butyl]thiazolidine-2,4-dione). RXN SMILES: [F:1][C:2]([F:27])([F:26])[C:3]([C:5]1[N:9]2[CH:10]=[CH:11][CH:12]=[C:13]([O:14][CH2:15][CH2:16][CH2:17][CH2:18][N:19]3[C:23](=[O:24])[CH2:22][S:21][C:20]3=[O:25])[C:8]2=[N:7][CH:6]=1)=[O:4].[CH:28](=O)[CH2:29][CH2:30][CH3:31].N1CCCCC1>C(O)C>[CH:28](=[C:22]1[S:21][C:20](=[O:25])[N:19]([CH2:18][CH2:17][CH2:16][CH2:15][O:14][C:13]2[C:8]3[N:9]([C:5]([C:3](=[O:4])[C:2]([F:1])([F:26])[F:27])=[CH:6][N:7]=3)[CH:10]=[CH:11][CH:12]=2)[C:23]1=[O:24])[CH2:29][CH2:30][CH3:31]. Procedure details: To a solution of 271 mg (0.69 mmol) of 3-[4-(3-trifluoroacetylimidazo[1,2-a]pyridin-8-yloxy)butyl]thiazolidine-2,4-dione and 69 μl (0.69 mmol) of n-butyraldehyde in 5 ml of ethanol, 7 μl (0.07 mmol) of piperidine was added, followed by refluxing for 1 hour. After the reaction mixture was cooled, the solvent was distilled off. The residue was dissolved in chloroform, washed with water and dried, after which the solvent was distilled off. The residue was purified by column chromatography (eluent, ... Starting materials: ClC1=C(C(=O)O)C=C(C(=C1)F)N1C(N(C(=CC1=O)C(F)(F)F)C)=O (2-chloro-5-[3,6-dihydro-2,6-dioxo-3-methyl-4-trifluoromethyl-1(2H)-pyrimidinyl]-4-fluorobenzoic acid), S(=O)(Cl)Cl (thionyl chloride). The reagents and catalysts are CN(C=O)C (dimethylformamide). Solvent: C1=CC=CC=C1 (benzene). Run at time 2.5 hour. Yields the product C(C)(C)NC(C1=C(C=C(C(=C1)N1C(N(C(=CC1=O)C(F)(F)F)C)=O)F)Cl)=O (N-isopropyl-2-chloro-5-[3,6-dihydro-2,6-dioxo-3-methyl-4-trifluoromethyl-1(2H)-pyrimidinyl]-4-fluorobenzamide). RXN SMILES: [Cl:1][C:2]1[CH:10]=[C:9]([F:11])[C:8]([N:12]2[C:17](=[O:18])[CH:16]=[C:15]([C:19]([F:22])([F:21])[F:20])[N:14]([CH3:23])[C:13]2=[O:24])=[CH:7][C:3]=1[C:4](O)=[O:5].S(Cl)(Cl)=O>C1C=CC=CC=1.CN(C)C=O>[CH:8]([NH:12][C:4](=[O:5])[C:3]1[CH:7]=[C:8]([N:12]2[C:17](=[O:18])[CH:16]=[C:15]([C:19]([F:20])([F:22])[F:21])[N:14]([CH3:23])[C:13]2=[O:24])[C:9]([F:11])=[CH:10][C:2]=1[Cl:1])([CH3:9])[CH3:7]. Procedure details: A mixture of 3.5 g of 2-chloro-5-[3,6-dihydro-2,6-dioxo-3-methyl-4-trifluoromethyl-1(2H)-pyrimidinyl]-4-fluorobenzoic acid and 3.4 ml of thionyl chloride in 20 ml of benzene is heated to reflux temperature for 3 hours together with 2 drops of dimethylformamide. The mixture is then evaporated to dryness and the residue is dissolved in 15 ml of dioxan. The solution is added dropwise at room temperature to a solution of 0.7 g of isopropylamine and 1.1 g of pyridine in 15 ml of dioxan and the reacti... Starting materials: CCOCC, O=C(O)CCS, Cc1ccc(S(=O)(=O)O)cc1, OCCc1ccccc1. Product: O=C(CCS)OCCc1ccccc1. Reaction SMILES: [CH3:27][CH2:28][O:29][CH2:30][CH3:31].[SH:10][CH2:11][CH2:12][C:13](=[O:14])[OH:15].[c:16]1([CH3:17])[cH:18][cH:19][c:20]([S:21]([OH:22])(=[O:23])=[O:24])[cH:25][cH:26]1.[c:1]1([CH2:7][CH2:8][OH:9])[cH:2][cH:3][cH:4][cH:5][cH:6]1>>[c:1]1([CH2:7][CH2:8][O:9][C:13]([CH2:12][CH2:11][SH:10])=[O:14])[cH:2][cH:3][cH:4][cH:5][cH:6]1. The reactants are CC1(CN(CC[C@H]1N[C@H](C)C1=CC=CC=C1)C(=O)OC(C)(C)C)C ((R)-tert-butyl 3,3-dimethyl-4-((R)-1-phenylethylamino)piperidine-1-carboxylate), [H][H] (hydrogen). The reagents and catalysts are [Pd] (palladium on carbon). The solvent is C(C)O (ethanol). Reaction conditions: time 5 hour. Yields the product N[C@H]1C(CN(CC1)C(=O)OC(C)(C)C)(C)C ((R)-tert-butyl 4-amino-3,3-dimethylpiperidine-1-carboxylate). The yield is 97.1%. RXN SMILES: [CH3:1][C:2]1([CH3:24])[C@H:7]([NH:8][C@@H](C2C=CC=CC=2)C)[CH2:6][CH2:5][N:4]([C:17]([O:19][C:20]([CH3:23])([CH3:22])[CH3:21])=[O:18])[CH2:3]1.[H][H]>[Pd].C(O)C>[NH2:8][C@@H:7]1[CH2:6][CH2:5][N:4]([C:17]([O:19][C:20]([CH3:23])([CH3:22])[CH3:21])=[O:18])[CH2:3][C:2]1([CH3:24])[CH3:1]. Reported procedure: A pressure bottle was charged with palladium on carbon (0.192 g, 0.180 mmol) and (R)-tert-butyl 3,3-dimethyl-4-((R)-1-phenylethylamino)piperidine-1-carboxylate (3.00 g, 9.02 mmol) in ethanol (60 mL) and the resulting mixture was shaken under 50 psi of hydrogen on a Parr apparatus. After 5 h, the catalyst was removed by filtration, rinsed with methanol, and the filtrate was concentrated in vacuo to afford the title compound as a clear oil (2.0 g, 8.76 mmol, 97%). Material was not further purified... Reactants: C(C)OC(CCP(C1=CC=CC=C1)C1=CC=CC=C1)=O (ethyl-3-diphenylphosphinopropionate), CNCCCCCCCCCCCCCCCCCC (N-methyl-n-octadecylamine), C[O-].[Na+] (sodium methoxide). Conditions: temperature 100 celsius. Yields the product CN(C(CCP(C1=CC=CC=C1)C1=CC=CC=C1)=O)CCCCCCCCCCCCCCCCCC (N-methyl-N-octadecyl-3-diphenylphosphinopropionamide). RXN SMILES: C(O[C:4](=[O:20])[CH2:5][CH2:6][P:7]([C:14]1[CH:19]=[CH:18][CH:17]=[CH:16][CH:15]=1)[C:8]1[CH:13]=[CH:12][CH:11]=[CH:10][CH:9]=1)C.[CH3:21][NH:22][CH2:23][CH2:24][CH2:25][CH2:26][CH2:27][CH2:28][CH2:29][CH2:30][CH2:31][CH2:32][CH2:33][CH2:34][CH2:35][CH2:36][CH2:37][CH2:38][CH2:39][CH3:40].C[O-].[Na+]>>[CH3:21][N:22]([CH2:23][CH2:24][CH2:25][CH2:26][CH2:27][CH2:28][CH2:29][CH2:30][CH2:31][CH2:32][CH2:33][CH2:34][CH2:35][CH2:36][CH2:37][CH2:38][CH2:39][CH3:40])[C:4](=[O:20])[CH2:5][CH2:6][P:7]([C:8]1[CH:9]=[CH:10][CH:11]=[CH:12][CH:13]=1)[C:14]1[CH:15]=[CH:16][CH:17]=[CH:18][CH:19]=1 |f:2.3|. Procedure details: A mixture of 5.7 g ethyl-3-diphenylphosphinopropionate (9.9 mmoles), 5.1 g N-methyl-n-octadecylamine (18.0 mmoles), and 0.3 g sodium methoxide (5.6 mmoles) were first deoxygenated and then heated to 100° C. under a nitrogen atmosphere for 24 hours. The mixture was then cooled and extracted with pentane. The pentane soluble was rotovapped to an oil.